Dataset: the Open Reaction Database (ORD), a public repository of structured organic reaction records. Task: describe an organic reaction: reactants, conditions, products, and yield Reactants: CSc1sc(C(=N)NC(=O)OC(C)(C)C)cc1S(=O)(=O)c1cccc(-c2c(C)cccc2N)c1, ClCCl, O=C(Cl)CCCNS(=O)(=O)C(F)(F)F. Product: CSc1sc(C(=N)NC(=O)OC(C)(C)C)cc1S(=O)(=O)c1cccc(-c2c(C)cccc2NC(=O)CCCNS(=O)(=O)C(F)(F)F)c1. As a reaction SMILES: [C:15]([CH3:16])([CH3:17])([CH3:18])[O:19][C:20]([NH:21][C:22](=[NH:23])[c:24]1[s:25][c:26]([S:46][CH3:47])[c:27]([S:29](=[O:30])(=[O:31])[c:32]2[cH:33][c:34](-[c:38]3[c:39]([NH2:45])[cH:40][cH:41][cH:42][c:43]3[CH3:44])[cH:35][cH:36][cH:37]2)[cH:28]1)=[O:48].[Cl:49][CH2:50][Cl:51].[F:1][C:2]([S:3](=[O:4])(=[O:5])[NH:6][CH2:7][CH2:8][CH2:9][C:10](=[O:11])[Cl:12])([F:13])[F:14]>>[F:1][C:2]([S:3](=[O:4])(=[O:5])[NH:6][CH2:7][CH2:8][CH2:9][C:10](=[O:11])[NH:45][c:39]1[c:38](-[c:34]2[cH:33][c:32]([S:29]([c:27]3[c:26]([S:46][CH3:47])[s:25][c:24]([C:22]([NH:21][C:20]([O:19][C:15]([CH3:16])([CH3:17])[CH3:18])=[O:48])=[NH:23])[cH:28]3)(=[O:30])=[O:31])[cH:37][cH:36][cH:35]2)[c:43]([CH3:44])[cH:42][cH:41][cH:40]1)([F:13])[F:14]. The reactants are OB(O)c1ccccc1 (effective_coupling_partner), CCN(CC)C(=O)Oc1cccc2ccccc12 (substrate). Reagents/catalysts: PCy3. Run at temperature 150 celsius, time 10 hour. Yields the product c3ccc(c1cccc2ccccc12)cc3.